From a dataset of the Open Reaction Database (ORD), a public repository of structured organic reaction records. describe an organic reaction: reactants, conditions, products, and yield The reactants are [OH-].[K+] (potassium hydroxide), IC=1C=C2C(C(NC2=CC1)=O)=O (5-iodoindoline-2,3-dione), OS(=O)[O-].[Na+] (NaHSO3), Cl (HCl), O.BrCC(C(=O)O)=O (3-bromo-2-oxopropanoic acid hydrate). The solvent is O (water). Run at time 5 minute. Product: OC=1C=NC2=CC=C(C=C2C1C(=O)O)I (3-hydroxy-6-iodoquinoline-4-carboxylic acid). RXN SMILES: [I:1][C:2]1[CH:3]=[C:4]2[C:8](=[CH:9][CH:10]=1)[NH:7][C:6](=O)[C:5]2=[O:12].[OH-].[K+].O.BrC[C:18](=O)[C:19]([OH:21])=[O:20].OS([O-])=O.[Na+].Cl>O>[OH:12][C:5]1[CH:6]=[N:7][C:8]2[C:4]([C:18]=1[C:19]([OH:21])=[O:20])=[CH:3][C:2]([I:1])=[CH:10][CH:9]=2 |f:1.2,3.4,5.6|. Reported procedure: 5-iodoindoline-2,3-dione (50 g, 183 mmol) was dissolved in a hot solution containing potassium hydroxide (82 g, 1465 mmol) and water (250 mL). The reaction mixture was in homogeneous solution for 5 min then was precipitated out completely. Enough ethanol (30 ml) was added to redissolve the reaction mixture. After cooled to rt and mechanically stirred, 3-bromo-2-oxopropanoic acid hydrate (47 g, 256 mmol) was added portionwise—tremendous heat was generated (>80° C.). After the addition, the reacti... Product: Cl.C1(=CC=CC=C1)C(CCN1CCC(CC1)(CCOC(C)=O)C1=CC=CC=C1)(C1=CC=CC=C1)C1=CC=CC=C1 (1-(3,3,3-triphenylpropyl)-4-phenyl-4-acetoxyethylpiperidine hydrochloride). Procedure: Alternatively this compound is prepared by the reaction of 4-phenyl-4-piperidineethanol with 3,3,3-triphenylpropyl chloride, also as described in Example 1. Reaction with acetic anhydride by methods set out in Example 3 provides 1-(3,3,3-triphenylpropyl)-4-phenyl-4-acetoxyethylpiperidine hydrochloride. Reaction SMILES: [C:1]1([C:7]2([CH2:13][CH2:14][OH:15])[CH2:12][CH2:11][NH:10][CH2:9][CH2:8]2)[CH:6]=[CH:5][CH:4]=[CH:3][CH:2]=1.[C:16]1([C:22]([C:32]2[CH:37]=[CH:36][CH:35]=[CH:34][CH:33]=2)([C:26]2[CH:31]=[CH:30][CH:29]=[CH:28][CH:27]=2)[CH2:23][CH2:24][Cl:25])[CH:21]=[CH:20][CH:19]=[CH:18][CH:17]=1.[C:38](OC(=O)C)(=[O:40])[CH3:39]>>[ClH:25].[C:16]1([C:22]([C:32]2[CH:37]=[CH:36][CH:35]=[CH:34][CH:33]=2)([C:26]2[CH:31]=[CH:30][CH:29]=[CH:28][CH:27]=2)[CH2:23][CH2:24][N:10]2[CH2:9][CH2:8][C:7]([C:1]3[CH:2]=[CH:3][CH:4]=[CH:5][CH:6]=3)([CH2:13][CH2:14][O:15][C:38](=[O:40])[CH3:39])[CH2:12][CH2:11]2)[CH:21]=[CH:20][CH:19]=[CH:18][CH:17]=1 |f:3.4|. The reactants are C1(=CC=CC=C1)C1(CCNCC1)CCO (4-phenyl-4-piperidineethanol), C1(=CC=CC=C1)C(CCCl)(C1=CC=CC=C1)C1=CC=CC=C1 (3,3,3-triphenylpropyl chloride), C(C)(=O)OC(C)=O (acetic anhydride). Starting materials: [N+](=O)(O)[O-].CC(C(C1=CC=CC=C1)N1C=NC=C1)C (1-(2-methyl-1-phenylpropyl)-1H-imidazole mononitrate), 55.2, S(O)(O)(=O)=O (sulfuric acid), ice water, N (ammonia). The product is 12, CC(C(C1=CC=C(C=C1)[N+](=O)[O-])N1C=NC=C1)C (1-[2-methyl-1-(4-nitrophenyl)-propyl]-1H-imidazole). The yield is 97.8%. RXN SMILES: S(=O)(=O)(O)O.[N+:6]([O-:9])(O)=[O:7].[CH3:10][CH:11]([CH3:24])[CH:12]([N:19]1[CH:23]=[CH:22][N:21]=[CH:20]1)[C:13]1[CH:18]=[CH:17][CH:16]=[CH:15][CH:14]=1.N>>[CH3:10][CH:11]([CH3:24])[CH:12]([N:19]1[CH:23]=[CH:22][N:21]=[CH:20]1)[C:13]1[CH:18]=[CH:17][C:16]([N+:6]([O-:9])=[O:7])=[CH:15][CH:14]=1 |f:1.2|. Reported procedure: To a stirred and cooled (0° C.) amount of 55.2 parts of sulfuric acid were added portionwise 13 parts of 1-(2-methyl-1-phenylpropyl)-1H-imidazole mononitrate. After stirring for 1/2 hour at 0° C., the reaction mixture was poured into ice-water. The whole was basified with ammonia and extracted with dichloromethane. The extract was dried, filtered and evaporated, yielding 12 parts (97.8%) of 1-[2-methyl-1-(4-nitrophenyl)-propyl]-1H-imidazole (interm. 40). Starting materials: CCO, COC(OC)N(C)C, [C-]#[N+]CC(=O)OCC. Yields the product [C-]#[N+]C(=CN(C)C)C(=O)OCC. Reaction SMILES: [CH3:17][CH2:18][OH:19].[CH3:9][O:10][CH:11]([N:12]([CH3:13])[CH3:14])[O:15][CH3:16].[N+:1](#[C-:2])[CH2:3][C:4](=[O:5])[O:6][CH2:7][CH3:8]>>[N+:1](#[C-:2])[C:3]([C:4](=[O:5])[O:6][CH2:7][CH3:8])=[CH:11][N:12]([CH3:13])[CH3:14].